From a dataset of the Open Reaction Database (ORD), a public repository of structured organic reaction records. describe an organic reaction: reactants, conditions, products, and yield Starting materials: FC(C1=CC=C(C(=O)O)C=C1)(F)F (4-trifluoromethylbenzoic acid), S(=O)(Cl)Cl (thionyl chloride). Yields the product FC(C1=CC=C(C(=O)Cl)C=C1)(F)F (4-trifluoromethylbenzoyl chloride). Reaction SMILES: [F:1][C:2]([F:13])([F:12])[C:3]1[CH:11]=[CH:10][C:6]([C:7](O)=[O:8])=[CH:5][CH:4]=1.S(Cl)([Cl:16])=O>>[F:1][C:2]([F:13])([F:12])[C:3]1[CH:11]=[CH:10][C:6]([C:7]([Cl:16])=[O:8])=[CH:5][CH:4]=1. Procedure details: Reaction of 4-trifluoromethylbenzoic acid with thionyl chloride affords 4-trifluoromethylbenzoyl chloride, which, on reaction with diethylamine, affords 4-trifluoro-methyl-N,N-diethylbenzamide. Following a procedure similar to that described in Preparation 5, reaction of the latter with s-butyl lithium and reaction of the resulting lithium salt with sulfur dioxide followed by sodium hydroxylamine-O-sulfonate affords 4-trifluoromethyl-2-aminosulfonyl-N,N-diethylbenzamide, which on heating in glac...